Dataset: the Open Reaction Database (ORD), a public repository of structured organic reaction records. Task: describe an organic reaction: reactants, conditions, products, and yield Starting materials: BrCC(=O)N(CC(F)(F)F)C1=C(C(=O)C2=C(C=CC=C2)F)C=C(C=C1)Cl (2-[2-bromo-N-(2,2,2-trifluoroethyl)-acetamido]-5-chloro-2'-fluorobenzophenone), C1N2CN3CN1CN(C2)C3 (hexamethylenetetramine), [Br-].[NH4+] (ammonium bromide). Run in O (water). Yields the product ClC=1C=CC2=C(C(=NCC(N2CC(F)(F)F)=O)C2=C(C=CC=C2)F)C1 (7-Chloro-1,3-dihydro-1-(2,2,2-trifluoroethyl)-5-(2'-fluorophenyl)-2H-1,4-benzodiazepin-2-one). RXN SMILES: Br[CH2:2][C:3]([N:5]([C:11]1[CH:25]=[CH:24][C:23]([Cl:26])=[CH:22][C:12]=1[C:13]([C:15]1[CH:20]=[CH:19][CH:18]=[CH:17][C:16]=1[F:21])=O)[CH2:6][C:7]([F:10])([F:9])[F:8])=[O:4].C1N2CN3CN(C2)C[N:28]1C3.[Br-].[NH4+]>O>[Cl:26][C:23]1[CH:24]=[CH:25][C:11]2[N:5]([CH2:6][C:7]([F:10])([F:9])[F:8])[C:3](=[O:4])[CH2:2][N:28]=[C:13]([C:15]3[CH:20]=[CH:19][CH:18]=[CH:17][C:16]=3[F:21])[C:12]=2[CH:22]=1 |f:2.3|. Reported procedure: Reflux 1.13 g. (0.0025 moles) of 2-[2-bromo-N-(2,2,2-trifluoroethyl)-acetamido]-5-chloro-2'-fluorobenzophenone, 1.4 g. (0.01 mole) of hexamethylenetetramine, and 0.98 g. (0.01 moles) of ammonium bromide together for 43/4 hours. Pour the reaction mixture into water and extract with dichloromethane. Dry the dichloromethane solution over anhydrous sodium sulfate, filter and evaporate. After recrystallization, the so-obtained 7-chloro-1,3-dihydro-1-(2,2,2-trifluoroethyl)-5-(2'fluorophenyl)-2H-1,4-be... Starting materials: O=S(=O)(Cl)c1ccccc1Cl, Nc1nc(N)c2c(OCC3CCNCC3)cccc2n1. The product is Nc1nc(N)c2c(OCC3(S(=O)(=O)c4ccccc4Cl)CCNCC3)cccc2n1. As a reaction SMILES: [Cl:21][c:22]1[c:23]([S:28](=[O:29])(=[O:30])[Cl:31])[cH:24][cH:25][cH:26][cH:27]1.[NH:1]1[CH2:2][CH2:3][CH:4]([CH2:7][O:8][c:9]2[c:10]3[c:11]([NH2:20])[n:12][c:13]([NH2:19])[n:14][c:15]3[cH:16][cH:17][cH:18]2)[CH2:5][CH2:6]1>>[NH:1]1[CH2:2][CH2:3][C:4]([CH2:7][O:8][c:9]2[c:10]3[c:11]([NH2:20])[n:12][c:13]([NH2:19])[n:14][c:15]3[cH:16][cH:17][cH:18]2)([S:28]([c:23]2[c:22]([Cl:21])[cH:27][cH:26][cH:25][cH:24]2)(=[O:29])=[O:30])[CH2:5][CH2:6]1. The reactants are NC1=NC=CC=C1S(=O)(=O)NC1=NC(=C(C=C1)C)C (2-amino-N-(5,6-dimethylpyridin-2-yl)pyridine-3-sulfonamide), ClC(Cl)(OC(OC(Cl)(Cl)Cl)=O)Cl (triphosgene). Solvent: O1CCOCC1 (1,4-dioxane). Product: CC=1C=CC(=NC1C)N1S(C2=C(NC1=O)N=CC=C2)(=O)=O (2-(5,6-dimethylpyridin-2-yl)-2H-pyrido[2,3-e][1,2,4]thiadiazin-3(4H)-one 1,1-dioxide). The yield is 60.6%. Reaction SMILES: [NH2:1][C:2]1[C:7]([S:8]([NH:11][C:12]2[CH:17]=[CH:16][C:15]([CH3:18])=[C:14]([CH3:19])[N:13]=2)(=[O:10])=[O:9])=[CH:6][CH:5]=[CH:4][N:3]=1.Cl[C:21](Cl)([O:23]C(=O)OC(Cl)(Cl)Cl)Cl>O1CCOCC1>[CH3:18][C:15]1[CH:16]=[CH:17][C:12]([N:11]2[C:21](=[O:23])[NH:1][C:2]3[N:3]=[CH:4][CH:5]=[CH:6][C:7]=3[S:8]2(=[O:10])=[O:9])=[N:13][C:14]=1[CH3:19]. Procedure details: The title compound (0.4 g, 1.31 mmol) was prepared from 2-amino-N-(5,6-dimethylpyridin-2-yl)pyridine-3-sulfonamide (0.6 g, 2.16 mmol) and triphosgene (0.7 g, 2.36 mmol) in 1,4-dioxane (15 mL) at 80° C. using the methods of (IntA1), step 3. Starting materials: C(C#CCC)O (2-pentyn-1-ol), [H-].[Na+] (sodium hydride), [Cl-].[NH4+] (ammonium chloride), ClC1=NC=NC(=C1)OCC#C (4-chloro-6-(2-propynyloxy)pyrimidine). Run in O1CCCC1 (tetrahydrofuran), O1CCCC1 (tetrahydrofuran), O1CCCC1 (tetrahydrofuran). Yields the product C(C#CCC)OC1=NC=NC(=C1)OCC#C (4-(2-pentynyloxy)-6-(2-propynyloxy)pyrimidine). Isolated yield 47.8%. Reaction SMILES: [H-].[Na+].[CH2:3]([OH:8])[C:4]#[C:5][CH2:6][CH3:7].Cl[C:10]1[CH:15]=[C:14]([O:16][CH2:17][C:18]#[CH:19])[N:13]=[CH:12][N:11]=1.[Cl-].[NH4+]>O1CCCC1>[CH2:3]([O:8][C:10]1[CH:15]=[C:14]([O:16][CH2:17][C:18]#[CH:19])[N:13]=[CH:12][N:11]=1)[C:4]#[C:5][CH2:6][CH3:7] |f:0.1,4.5|. Procedure: In 14 ml of tetrahydrofuran was suspended 0.57 g of sodium hydride (60% in oil), to which 2.5 ml of a tetrahydrofuran solution containing 0.8 g of 2-pentyn-1-ol was slowly added dropwise with stirring at room temperature. The mixture was stirred at room temperature for 20 minutes and then cooled to 0° C., to which 2.5 ml of a tetrahydrofuran solution containing 1.6 g of 4-chloro-6-(2-propynyloxy)pyrimidine was slowly added dropwise. The mixture was further stirred at 0° C. for 3.5 hours. The rea... Reactants: [BH4-], CC(C)(C)[Si](C)(C)OCc1cc(C(F)(F)F)ccc1C(=O)C1CCCC1, CO, [Na+]. RXN SMILES: [BH4-:27].[C:1]([CH3:2])([CH3:3])([CH3:4])[Si:5]([O:6][CH2:7][c:8]1[c:9]([C:18](=[O:19])[CH:20]2[CH2:21][CH2:22][CH2:23][CH2:24]2)[cH:10][cH:11][c:12]([C:14]([F:15])([F:16])[F:17])[cH:13]1)([CH3:25])[CH3:26].[CH3:29][OH:30].[Na+:28]>>[C:1]([CH3:2])([CH3:3])([CH3:4])[Si:5]([O:6][CH2:7][c:8]1[c:9]([CH:18]([OH:19])[CH:20]2[CH2:21][CH2:22][CH2:23][CH2:24]2)[cH:10][cH:11][c:12]([C:14]([F:15])([F:16])[F:17])[cH:13]1)([CH3:25])[CH3:26]. Product: CC(C)(C)[Si](C)(C)OCc1cc(C(F)(F)F)ccc1C(O)C1CCCC1. Reactants: BrC1=CC=C(C=C1)C1=C(C(=NO1)C)C=CCCC1=CC=CC=C1 (5-(4-bromo-phenyl)-3-methyl-4-(4-phenyl-but-1-enyl)-isoxazole), C(C)OC(=O)C1(CC1)C1=CC=C(C=C1)B1OC(C(O1)(C)C)(C)C (1-[4-(4,4,5,5-tetramethyl-[1,3,2]dioxaborolan-2-yl)-phenyl]-cyclopropanecarboxylic acid ethyl ester). Yields the product C(C)OC(=O)C1(CC1)C1=CC=C(C=C1)C1=CC=C(C=C1)C1=C(C(=NO1)C)C=CCCC1=CC=CC=C1 (1-{4′-[3-Methyl-4-(4-phenyl-but-1-enyl)-isoxazol-5-yl]-biphenyl-4-yl}-cyclopropanecarboxylic acid ethyl ester). Reaction SMILES: Br[C:2]1[CH:7]=[CH:6][C:5]([C:8]2[O:12][N:11]=[C:10]([CH3:13])[C:9]=2[CH:14]=[CH:15][CH2:16][CH2:17][C:18]2[CH:23]=[CH:22][CH:21]=[CH:20][CH:19]=2)=[CH:4][CH:3]=1.[CH2:24]([O:26][C:27]([C:29]1([C:32]2[CH:37]=[CH:36][C:35](B3OC(C)(C)C(C)(C)O3)=[CH:34][CH:33]=2)[CH2:31][CH2:30]1)=[O:28])[CH3:25]>>[CH2:24]([O:26][C:27]([C:29]1([C:32]2[CH:37]=[CH:36][C:35]([C:2]3[CH:7]=[CH:6][C:5]([C:8]4[O:12][N:11]=[C:10]([CH3:13])[C:9]=4[CH:14]=[CH:15][CH2:16][CH2:17][C:18]4[CH:23]=[CH:22][CH:21]=[CH:20][CH:19]=4)=[CH:4][CH:3]=3)=[CH:34][CH:33]=2)[CH2:30][CH2:31]1)=[O:28])[CH3:25]. Procedure details: Prepared according to the procedure described in Example 3, Step 5, using 5-(4-bromo-phenyl)-3-methyl-4-(4-phenyl-but-1-enyl)-isoxazole and 1-[4-(4,4,5,5-tetramethyl-[1,3,2]dioxaborolan-2-yl)-phenyl]-cyclopropanecarboxylic acid ethyl ester. The reactants are C1CCOC1, ClC(Cl)Cl, N, CCOC(=O)N=NC(=O)OCC, CC(C)C(=O)Nc1cccc(C2CCN(CCC(O)c3ccccc3)CC2)c1, Oc1ccccc1, c1ccc(P(c2ccccc2)c2ccccc2)cc1. Yields the product CC(C)C(=O)Nc1cccc(C2CCN(CCC(Oc3ccccc3)c3ccccc3)CC2)c1. As a reaction SMILES: [CH2:68]1[O:69][CH2:70][CH2:71][CH2:72]1.[Cl:73][CH:74]([Cl:75])[Cl:76].[NH3:67].[O:55]=[C:56]([O:57][CH2:58][CH3:59])[N:60]=[N:61][C:62]([O:63][CH2:64][CH3:65])=[O:66].[OH:1][CH:2]([CH2:3][CH2:4][N:5]1[CH2:6][CH2:7][CH:8]([c:11]2[cH:12][c:13]([NH:17][C:18]([CH:19]([CH3:20])[CH3:21])=[O:22])[cH:14][cH:15][cH:16]2)[CH2:9][CH2:10]1)[c:23]1[cH:24][cH:25][cH:26][cH:27][cH:28]1.[OH:29][c:30]1[cH:31][cH:32][cH:33][cH:34][cH:35]1.[c:36]1([P:37]([c:38]2[cH:39][cH:40][cH:41][cH:42][cH:43]2)[c:44]2[cH:45][cH:46][cH:47][cH:48][cH:49]2)[cH:50][cH:51][cH:52][cH:53][cH:54]1>>[O:1]([CH:2]([CH2:3][CH2:4][N:5]1[CH2:6][CH2:7][CH:8]([c:11]2[cH:12][c:13]([NH:17][C:18]([CH:19]([CH3:20])[CH3:21])=[O:22])[cH:14][cH:15][cH:16]2)[CH2:9][CH2:10]1)[c:23]1[cH:24][cH:25][cH:26][cH:27][cH:28]1)[c:30]1[cH:31][cH:32][cH:33][cH:34][cH:35]1.